This data is from the Open Reaction Database (ORD), a public repository of structured organic reaction records. The task is: describe an organic reaction: reactants, conditions, products, and yield Starting materials: CC(C)(C)N1CCNCC1, O=C(OC(Cl)(Cl)Cl)OC(Cl)(Cl)Cl, Nc1ccc2nc(NC3CCc4ccccc43)ccc2c1. Product: CC(C)(C)N1CCN(C(=O)Nc2ccc3nc(NC4CCc5ccccc54)ccc3c2)CC1. RXN SMILES: [C:13]([CH3:14])([CH3:15])([CH3:16])[N:17]1[CH2:18][CH2:19][NH:20][CH2:21][CH2:22]1.[C:1]([O:2][C:3]([Cl:4])([Cl:5])[Cl:6])([O:7][C:8]([Cl:9])([Cl:10])[Cl:11])=[O:12].[CH:23]1([NH:32][c:33]2[n:34][c:35]3[cH:36][cH:37][c:38]([NH2:43])[cH:39][c:40]3[cH:41][cH:42]2)[CH2:24][CH2:25][c:26]2[cH:27][cH:28][cH:29][cH:30][c:31]21>>[C:1](=[O:12])([N:20]1[CH2:19][CH2:18][N:17]([C:13]([CH3:14])([CH3:15])[CH3:16])[CH2:22][CH2:21]1)[NH:43][c:38]1[cH:37][cH:36][c:35]2[n:34][c:33]([NH:32][CH:23]3[CH2:24][CH2:25][c:26]4[cH:27][cH:28][cH:29][cH:30][c:31]43)[cH:42][cH:41][c:40]2[cH:39]1. Reactants: C(C)OC(COC1=C(C=C(C=C1)OC(CCC)C=1C(=NC(=CC1)C1=CC=C(C=C1)C(F)(F)F)C)C)=O ([rac]-(2-methyl-4-{1 -[2-methyl-6-(4-trifluoromethyl-phenyl)-pyridin-3-yl]-butoxy}-phenoxy)-acetic acid ethyl ester), C(C)OC(COC1=C(C=C(C=C1)O)C)=O ((4-hydroxy-2-methyl-phenoxy)-acetic acid ethyl ester). Product: CC1=C(OCC(=O)O)C=CC(=C1)OC(CCC)C=1C(=NC(=CC1)C1=CC=C(C=C1)C(F)(F)F)C ([rac]-(2-Methyl-4-{1-[2-methyl-6-(4-trifluoromethyl-phenyl)-pyridin-3-yl]-butoxy}-phenoxy)-acetic acid). As a reaction SMILES: C([O:3][C:4](=[O:36])[CH2:5][O:6][C:7]1[CH:12]=[CH:11][C:10]([O:13][CH:14]([C:18]2[C:19]([CH3:34])=[N:20][C:21]([C:24]3[CH:29]=[CH:28][C:27]([C:30]([F:33])([F:32])[F:31])=[CH:26][CH:25]=3)=[CH:22][CH:23]=2)[CH2:15][CH2:16][CH3:17])=[CH:9][C:8]=1[CH3:35])C.C(OC(=O)COC1C=CC(O)=CC=1C)C>>[CH3:35][C:8]1[CH:9]=[C:10]([O:13][CH:14]([C:18]2[C:19]([CH3:34])=[N:20][C:21]([C:24]3[CH:25]=[CH:26][C:27]([C:30]([F:32])([F:31])[F:33])=[CH:28][CH:29]=3)=[CH:22][CH:23]=2)[CH2:15][CH2:16][CH3:17])[CH:11]=[CH:12][C:7]=1[O:6][CH2:5][C:4]([OH:36])=[O:3]. Procedure details: A] The title compound was prepared in analogy to example 35, via [rac]-(2-methyl-4-{1 -[2-methyl-6-(4-trifluoromethyl-phenyl)-pyridin-3-yl]-butoxy}-phenoxy)-acetic acid ethyl ester, but using in step A] (4-hydroxy-2-methyl-phenoxy)-acetic acid ethyl ester (WO02092590) instead of 2-(4-hydroxy-2-methyl-phenoxy)-2-methyl-propionic acid ethyl ester, as colorless, viscous oil.